From a dataset of the Open Reaction Database (ORD), a public repository of structured organic reaction records. describe an organic reaction: reactants, conditions, products, and yield The reactants are CN(C1CCOC1)S(=O)(=O)NC(=O)OC(C)(C)C, ClCCl, O=C(O)C(F)(F)F. The product is CN(C1CCOC1)S(N)(=O)=O. RXN SMILES: [CH3:1][N:2]([S:3](=[O:4])(=[O:5])[NH:6][C:7](=[O:8])[O:9][C:10]([CH3:11])([CH3:12])[CH3:13])[CH:14]1[CH2:15][O:16][CH2:17][CH2:18]1.[Cl:19][CH2:20][Cl:21].[OH:22][C:23]([C:24]([F:25])([F:26])[F:27])=[O:28]>>[CH3:1][N:2]([S:3](=[O:4])(=[O:5])[NH2:6])[CH:14]1[CH2:15][O:16][CH2:17][CH2:18]1.